From a dataset of the Open Reaction Database (ORD), a public repository of structured organic reaction records. describe an organic reaction: reactants, conditions, products, and yield Reactants: CC=1N=C2N(C3=C(N=C2)C=CS3)C1 (7-methylimidazo[1,2-a]thieno[3,2-e]pyrazine), IN1C(CCC1=O)=O (N-iodosuccinimide). Solvent: C(Cl)Cl (methylene chloride). Run at temperature 25 celsius, time 16 hour. Product: IC1=C(N=C2N1C1=C(N=C2)C=CS1)C (8-Iodo-7-methylimidazo[1,2-a]thieno[3,2-e]pyrazine). Yield: 29.7%. RXN SMILES: [CH3:1][C:2]1[N:3]=[C:4]2[CH:9]=[N:8][C:7]3[CH:10]=[CH:11][S:12][C:6]=3[N:5]2[CH:13]=1.[I:14]N1C(=O)CCC1=O>C(Cl)Cl>[I:14][C:13]1[N:5]2[C:6]3[S:12][CH:11]=[CH:10][C:7]=3[N:8]=[CH:9][C:4]2=[N:3][C:2]=1[CH3:1]. Reported procedure: A mixture of 7-methylimidazo[1,2-a]thieno[3,2-e]pyrazine (30 mg, 0.16 mmol), and N-iodosuccinimide (39 mg, 0.17 mmol) in methylene chloride (1.2 mL) was stirred at 25° C. for 16 h. The product was purified by prep-HPLC (XBridge C18 column, eluting with a gradient of acetonitrile/water containing 0.1% ammonium hydroxide, at flow rate of 60 mL/min) to give the desired product (15 mg, 30%). LCMS calculated for C9H7IN3S (M+H)+: m/z=315.9. Found: 316.0. 1H NMR (CDCl3, 400 MHz) δ 8.89 (1H, s), 7.55 (1... Reactants: COC1=CC=C(COC=2C(C=C(N(C2)O)CO)=O)C=C1 (5-p-methoxybenzyloxy-1-hydroxy-2-hydroxymethyl-4-pyridone), CC(C)([O-])C.[K+] (potassium t-butoxide), C(C1=CC=CC=C1)(C1=CC=CC=C1)Br (benzhydryl bromide). Run in CN(C=O)C (N,N-dimethylformamide). Yields the product C1(=CC=CC=C1)C(ON1C(=CC(C(=C1)OCC1=CC=C(C=C1)OC)=O)CO)C1=CC=CC=C1 (1- Diphenylmethyloxy-5 p-methoxybenzyloxy-2-hydroxymethyl-4-pyridone). RXN SMILES: [CH3:1][O:2][C:3]1[CH:20]=[CH:19][C:6]([CH2:7][O:8][C:9]2[C:10](=[O:18])[CH:11]=[C:12]([CH2:16][OH:17])[N:13]([OH:15])[CH:14]=2)=[CH:5][CH:4]=1.CC(C)([O-])C.[K+].[CH:27](Br)([C:34]1[CH:39]=[CH:38][CH:37]=[CH:36][CH:35]=1)[C:28]1[CH:33]=[CH:32][CH:31]=[CH:30][CH:29]=1>CN(C)C=O>[C:28]1([CH:27]([C:34]2[CH:35]=[CH:36][CH:37]=[CH:38][CH:39]=2)[O:15][N:13]2[CH:14]=[C:9]([O:8][CH2:7][C:6]3[CH:5]=[CH:4][C:3]([O:2][CH3:1])=[CH:20][CH:19]=3)[C:10](=[O:18])[CH:11]=[C:12]2[CH2:16][OH:17])[CH:33]=[CH:32][CH:31]=[CH:30][CH:29]=1 |f:1.2|. Reported procedure: 5.54 g of 5-p-methoxybenzyloxy-1-hydroxy-2-hydroxymethyl-4-pyridone is suspended in 40 ml of N,N-dimethylformamide, and then 2.24 g of potassium t-butoxide is added with ice cooling to dissolve. 4.94 g of benzhydryl bromide is added thereto and reacted at room temperature for 2.5 hours. The product is COC(=O)C=1SC(=C2OC[Si](COC12)(C)C)C(=O)OC (6,6-Dimethyl-6,7-dihydro-5H-4,8-dioxa-2-thia-6-sila-azulene-1,3-dicarboxylic acid dimethyl ester). The solvent is O (water), C1CCOC1 (THF). Starting materials: C[Si]1(COC2=CSC=C2OC1)C (6,6-dimethy-6,7-dihydro-5H-4,8-dioxa-2-thia-6-sila-azulene), S1C=CC=C1 (thiophene), A7, compound A5, OC(O)[SiH](C)C (dihydroxylmethyldimethylsilane), C1=CC=C(C=C1)P(C2=CC=CC=C2)C3=CC=CC=C3 (PPh3), CCOC(=O)/N=N/C(=O)OCC (DEAD), 3,4-alkylenedioxythiophene, COC(=O)C=1SC(=C(C1O)O)C(=O)OC (3,4-Dihydroxy-thiophene-2,5-dicarboxylic acid dimethyl ester), compound A7. Reported procedure: A synthesis for 6,6-dimethy-6,7-dihydro-5H-4,8-dioxa-2-thia-6-sila-azulene, a silicon-containing EC monomer generally related to 3,4-alkylenedioxythiophene, is shown in FIG. 7. First, 3,4-Dihydroxy-thiophene-2,5-dicarboxylic acid dimethyl ester, the thiophene derivative labeled A7 in FIG. 7 (hereinafter referred to as compound A7) is synthesized from commercially available chemicals according to prior art techniques (see K. Zong, L. Madrigal, L. B. Groenendaal, R. Reynolds, Chem. Comm., 2498, 20... RXN SMILES: [CH3:1][Si:2]1([CH3:12])[CH2:11]OC2C(=CSC=2)O[CH2:3]1.[CH3:13][O:14][C:15]([C:17]1[S:18][C:19]([C:24]([O:26][CH3:27])=[O:25])=[C:20]([OH:23])[C:21]=1[OH:22])=[O:16].S1C=CC=C1.OC([SiH](C)C)O.C1C=CC(P(C2C=CC=CC=2)C2C=CC=CC=2)=CC=1.CCOC(/N=N/C(OCC)=O)=O>C1COCC1.O>[CH3:27][O:26][C:24]([C:19]1[S:18][C:17]([C:15]([O:14][CH3:13])=[O:16])=[C:21]2[C:20]=1[O:23][CH2:3][Si:2]([CH3:12])([CH3:11])[CH2:1][O:22]2)=[O:25]. The reactants are OC1=CC=C(C(=O)NN)C=C1 (4-hydroxy-benzoic acid hydrazide), [N+](=O)([O-])C1=CC=C(S1)C=O (5-nitro-2-thiophenecarboxaldehyde). Reagents/catalysts: C(C)(=O)O (acetic acid). Run in CCO (EtOH). Product: [N+](=O)([O-])C1=CC=C(S1)C=NNC(C1=CC=C(C=C1)O)=O (4-Hydroxy-benzoic acid (5-nitro-thiophen-2-ylmethylene)-hydrazide). The yield is 94.4%. Reaction SMILES: [OH:1][C:2]1[CH:11]=[CH:10][C:5]([C:6]([NH:8][NH2:9])=[O:7])=[CH:4][CH:3]=1.[N+:12]([C:15]1[S:19][C:18]([CH:20]=O)=[CH:17][CH:16]=1)([O-:14])=[O:13]>C(O)(=O)C.CCO>[N+:12]([C:15]1[S:19][C:18]([CH:20]=[N:9][NH:8][C:6](=[O:7])[C:5]2[CH:10]=[CH:11][C:2]([OH:1])=[CH:3][CH:4]=2)=[CH:17][CH:16]=1)([O-:14])=[O:13]. Procedure details: To a solution of 4-hydroxy-benzoic acid hydrazide (0.3 g, 0.002 mol) and 5-nitro-2-thiophenecarboxaldehyde (0.28 g, 0.002 mol) in abs. EtOH (10 mL), was added 1 drop of acetic acid. The reaction mixture was refluxed for 4 hours. The reaction mixture was cooling to room temperature and concentrated to remove solvent. The resulting residue was solidified by EtOAc to give white solid 0.55 g, in 95% yield, mp: 194.5° C. 1H NMR (DMSO-d6) δ 11.99 (s, 1H), 10.18 (s, 1H), 8.63 (s, 1H), 8.11 (d, 2H), 7.7... Product: Cc1nn(C)c(NC(=O)Nc2ccccc2)c1C1=CCCC1. The reactants are Cc1nn(C)c(N)c1C1=CCCC1, O=C=Nc1ccccc1, c1ccccc1. Reaction SMILES: [C:10]1([c:15]2[c:16]([CH3:22])[n:17][n:18]([CH3:21])[c:19]2[NH2:20])=[CH:11][CH2:12][CH2:13][CH2:14]1.[c:1]1([N:7]=[C:8]=[O:9])[cH:2][cH:3][cH:4][cH:5][cH:6]1.[cH:23]1[cH:24][cH:25][cH:26][cH:27][cH:28]1>>[c:1]1([NH:7][C:8](=[O:9])[NH:20][c:19]2[c:15]([C:10]3=[CH:11][CH2:12][CH2:13][CH2:14]3)[c:16]([CH3:22])[n:17][n:18]2[CH3:21])[cH:2][cH:3][cH:4][cH:5][cH:6]1. Reactants: CCN(C(C)C)C(C)C (DIEA), FC(C(=O)NC1CNCC2=CC=CC=C12)(F)F (2,2,2-trifluoro-N-(1,2,3,4-tetrahydroisoquinolin-4-yl)acetamide), ClC=1C=C(C=C(C1)Cl)NCC(=O)O (2-(3,5-dichlorophenylamino)acetic acid), C=1C=CC2=C(C1)N=NN2O (HOBt), Cl (HCl). Solvent: CCOC(=O)C (EtOAc), CN(C)C=O (DMF). Reaction conditions: time 8 hour. Product: ClC=1C=C(C=C(C1)Cl)NCC(=O)N1CC2=CC=CC=C2C(C1)NC(C(F)(F)F)=O (N-(2-(2-(3,5-dichlorophenylamino)acetyl)-1,2,3,4-tetrahydroisoquinolin-4-yl)-2,2,2-trifluoroacetamide). The yield is 67.2%. RXN SMILES: [Cl:1][C:2]1[CH:3]=[C:4]([NH:9][CH2:10][C:11]([OH:13])=O)[CH:5]=[C:6]([Cl:8])[CH:7]=1.C1C=CC2N(O)N=NC=2C=1.Cl.CCN(C(C)C)C(C)C.[F:34][C:35]([F:50])([F:49])[C:36]([NH:38][CH:39]1[C:48]2[C:43](=[CH:44][CH:45]=[CH:46][CH:47]=2)[CH2:42][NH:41][CH2:40]1)=[O:37]>CN(C=O)C.CCOC(C)=O>[Cl:8][C:6]1[CH:5]=[C:4]([NH:9][CH2:10][C:11]([N:41]2[CH2:40][CH:39]([NH:38][C:36](=[O:37])[C:35]([F:50])([F:34])[F:49])[C:48]3[C:43](=[CH:44][CH:45]=[CH:46][CH:47]=3)[CH2:42]2)=[O:13])[CH:3]=[C:2]([Cl:1])[CH:7]=1. Procedure details: To a solution of 2-(3,5-dichlorophenylamino)acetic acid (0.332 g, 1.5 mmol) in DMF (10 mL) was added HOBt (0.30 g, 2.2 mmol) EDCI: HCl (0.434 g, 2.2 mmol), DIEA (0.39 g, 3.0 mmol) and 2,2,2-trifluoro-N-(1,2,3,4-tetrahydroisoquinolin-4-yl)acetamide (370 mg, 1.5 mmol) at 0° C. The reaction mixture was warmed to rt and stirred overnight. After the reaction was shown to be complete as indicated by TLC the reaction mixture was diluted with EtOAc (50 mL), and washed with water (20 mL×3). The EtOAc lay...